This data is from the Open Reaction Database (ORD), a public repository of structured organic reaction records. The task is: describe an organic reaction: reactants, conditions, products, and yield Reactants: ice water, S(O)(O)(=O)=O (sulfuric acid), N(=O)[O-].[Na+] (sodium nitrite), NC1=C(C=CC=C1)C1=CC=C(C=C1)C(C(=O)OCC)O (ethyl 2'-amino-4-biphenylylglycolate), S(O)(O)(=O)=O (sulfuric acid), ice, [I-].[K+] (potassium iodide). Reagents/catalysts: [Cu] (copper bronze). The solvent is O (water), O (water). Conditions: temperature 80 celsius, time 0.5 hour. The product is IC1=C(C=CC=C1)C1=CC=C(C=C1)C(C(=O)O)O (2'-iodo-4-biphenylylglycolic acid). As a reaction SMILES: N[C:2]1[CH:7]=[CH:6][CH:5]=[CH:4][C:3]=1[C:8]1[CH:13]=[CH:12][C:11]([CH:14]([OH:20])[C:15]([O:17]CC)=[O:16])=[CH:10][CH:9]=1.S(=O)(=O)(O)O.N([O-])=O.[Na+].[I-:30].[K+]>[Cu].O>[I:30][C:2]1[CH:7]=[CH:6][CH:5]=[CH:4][C:3]=1[C:8]1[CH:13]=[CH:12][C:11]([CH:14]([OH:20])[C:15]([OH:17])=[O:16])=[CH:10][CH:9]=1 |f:2.3,4.5|. Procedure: To 0.05 moles of ethyl 2'-amino-4-biphenylylglycolate dissolved in a mixture of 50 g. of ice water and .06 moles of concentrated sulfuric acid at 0°c is added a solution of 0.05 moles of 95% sodium nitrite in 8 ml. of water. Stirring is continued for 1/2 hour and then 1.5 ml. of concentrated sulfuric acid is added. This solution is poured into an ice cold solution of .06 moles of potassium iodide in 10 ml. of water. To this is added 0.075 g. copper bronze with stirring and the solution is warmed... The reactants are C(C)(C)(C)OC(=O)N1CCN(CC1)C1=CC=C(C=N1)C1=C(N=C2N1N=CC=C2N2CCOCC2)C(=O)OCC (Ethyl 3-(6-(4-(tert-butoxycarbonyl)piperazin-1-yl)pyridin-3-yl)-8-morpholinoimidazo[1,2-b]pyridazine-2-carboxylate), [OH-].[Na+] (NaOH), C1CCOC1 (THF), [OH-].[Na+] (NaOH). The solvent is CO (MeOH). Conditions: time 3 day. The product is C(C)(C)(C)OC(=O)N1CCN(CC1)C1=CC=C(C=N1)C1=C(N=C2N1N=CC=C2N2CCOCC2)C(=O)O (3-(6-(4-(tert-Butoxycarbonyl)piperazin-1-yl)pyridin-3-yl)-8-morpholinoimidazo[1,2-b]pyridazine-2-carboxylic acid). Reaction SMILES: [C:1]([O:5][C:6]([N:8]1[CH2:13][CH2:12][N:11]([C:14]2[N:19]=[CH:18][C:17]([C:20]3[N:24]4[N:25]=[CH:26][CH:27]=[C:28]([N:29]5[CH2:34][CH2:33][O:32][CH2:31][CH2:30]5)[C:23]4=[N:22][C:21]=3[C:35]([O:37]CC)=[O:36])=[CH:16][CH:15]=2)[CH2:10][CH2:9]1)=[O:7])([CH3:4])([CH3:3])[CH3:2].C1COCC1.[OH-].[Na+]>CO>[C:1]([O:5][C:6]([N:8]1[CH2:13][CH2:12][N:11]([C:14]2[N:19]=[CH:18][C:17]([C:20]3[N:24]4[N:25]=[CH:26][CH:27]=[C:28]([N:29]5[CH2:34][CH2:33][O:32][CH2:31][CH2:30]5)[C:23]4=[N:22][C:21]=3[C:35]([OH:37])=[O:36])=[CH:16][CH:15]=2)[CH2:10][CH2:9]1)=[O:7])([CH3:4])([CH3:2])[CH3:3] |f:2.3|. Procedure: Compound 20b (2.07 g, 3.85 mmol) was placed in a 100 mL round bottom flask equipped with a stir bar and then THF (35 mL) was added. 1M NaOH (7.7 mL) was added and the reaction was stirred at rt for 3 d. Additional 1 M NaOH (8 mL) was added followed by addition of MeOH until the reaction went homogeneous. The reaction was stirred for 4 h and then the solvent was removed under reduced pressure. The residue was dissolved in water (100 mL) and extracted with Et2O (2×20 mL). The aqueous phase was aci...